Dataset: the Open Reaction Database (ORD), a public repository of structured organic reaction records. Task: describe an organic reaction: reactants, conditions, products, and yield Reactants: Cl[Si]1(CC(C1)C)Cl (1,1-dichloro-3-methylsilacyclobutane), C[Si](C)(C)CC(=O)[O-] (trimethylsilylacetate). Yields the product C(C)(=O)O[Si]1(CC(C1)C)OC(C)=O (1,1-Diacetoxy-3-methylsilacyclobutane). Reaction SMILES: Cl[Si:2]1(Cl)[CH2:5][CH:4]([CH3:6])[CH2:3]1.C[Si]([CH2:12][C:13]([O-:15])=[O:14])(C)C>>[C:13]([O:15][Si:2]1([O:15][C:13](=[O:14])[CH3:12])[CH2:5][CH:4]([CH3:6])[CH2:3]1)(=[O:14])[CH3:12]. Procedure: In accordance with the general procedure of Example 1, when 1,1-dichloro-3-methylsilacyclobutane and trimethylsilylacetate are reacted it is predicted that the title compound is obtained. Reactants: C#CCCl, Cc1cccc(C)c1N. The product is C#CCNc1c(C)cccc1C. Reaction SMILES: [CH2:10]([C:11]#[CH:12])[Cl:13].[CH3:1][c:2]1[cH:3][cH:4][cH:5][c:6]([CH3:7])[c:8]1[NH2:9]>>[CH3:1][c:2]1[cH:3][cH:4][cH:5][c:6]([CH3:7])[c:8]1[NH:9][CH2:12][C:11]#[CH:10]. Starting materials: Cl.C(C)N=C=NCCCN(C)C.CN(C)CCCN=C=NCC (1-(dimethylaminopropyl)-3-ethylcarbodiimide 1-ethyl-3-(3-dimethylaminopropyl)carbodiimide hydrochloride), ON1N=NC2=C1C=CC=C2 (1-hydroxybenzotriazole), CNC (dimethylamine), C(C1=CC=CC=C1)OC(=O)NCCC(=O)O (3-[N-(benzyloxycarbonyl)amino]propionic acid). Solvent: CN(C=O)C (N,N-dimethylformamide). Conditions: time 3 day. Product: CN(C(=O)CCNC(OCC1=CC=CC=C1)=O)C (Benzyl [2-(dimethylcarbamoyl)ethyl]carbamate). As a reaction SMILES: [CH2:1]([O:8][C:9]([NH:11][CH2:12][CH2:13][C:14]([OH:16])=O)=[O:10])[C:2]1[CH:7]=[CH:6][CH:5]=[CH:4][CH:3]=1.Cl.[CH2:18]([N:20]=[C:21]=NCCCN(C)C)C.CN(CCCN=C=NCC)C.ON1C2C=CC=CC=2N=N1.CNC>CN(C)C=O>[CH3:18][N:20]([CH3:21])[C:14]([CH2:13][CH2:12][NH:11][C:9](=[O:10])[O:8][CH2:1][C:2]1[CH:7]=[CH:6][CH:5]=[CH:4][CH:3]=1)=[O:16] |f:1.2.3|. Procedure: 3-[N-(benzyloxycarbonyl)amino]propionic acid (0.70 g, 3.14 mmol) was dissolved in N,N-dimethylformamide (15 ml), and 1-(dimethylaminopropyl)-3-ethylcarbodiimide 1-ethyl-3-(3-dimethylaminopropyl)carbodiimide hydrochloride (0.60 g, 3.13 mmol), 1-hydroxybenzotriazole (0.48 g, 3.13 mmol) and dimethylamine (2.0 M tetrahydrofuran solution, 2.40 ml, 4.80 mmol) were added, followed by stirring at room temperature for 3 days. Starting materials: CO, ClC(Cl)Cl, CCNC(=O)c1cncc([N+](=O)[O-])c1N. The product is CCNC(=O)c1cncc(N)c1N. Reaction SMILES: [CH3:20][OH:21].[Cl:16][CH:17]([Cl:18])[Cl:19].[NH2:1][c:2]1[c:3]([N+:13]([O-:14])=[O:15])[cH:4][n:5][cH:6][c:7]1[C:8](=[O:9])[NH:10][CH2:11][CH3:12]>>[NH2:1][c:2]1[c:3]([NH2:13])[cH:4][n:5][cH:6][c:7]1[C:8](=[O:9])[NH:10][CH2:11][CH3:12]. Yields the product COC(CN(C=1C=NC=CC1C1=C(C=C(C(=C1)F)F)OC)C(=O)C1=CC(=NC(=C1)C(F)(F)F)C(F)(F)F)=O ({(2,6-Bis-trifluoromethyl-pyridine-4-carbonyl)-[4-(4,5-difluoro-2-methoxy-phenyl)-pyridin-3-yl]-amino}-acetic acid methyl ester). Starting materials: COC(CNC=1C=NC=CC1C1=C(C=C(C(=C1)F)F)OC)=O ([4-(4,5-difluoro-2-methoxy-phenyl)-pyridin-3-ylamino]-acetic acid methyl ester), FC(C=1C=C(C(=O)O)C=C(N1)C(F)(F)F)(F)F (2,6-bis(trifluoromethyl)isonicotinic acid). Reported procedure: The title compound was prepared in analogy to example 90, from [4-(4,5-difluoro-2-methoxy-phenyl)-pyridin-3-ylamino]-acetic acid methyl ester (example 172, intermediate a) and 2,6-bis(trifluoromethyl)isonicotinic acid (Key Organics Ltd.) after a reaction time of 72 hours. The compound was purified by silica gel chromatography using a MPLC system (CombiFlash Companion, Isco Inc.) eluting with a gradient of n-heptane:EtOAc (100:0 to 0:80). Colorless solid (48%). MS (ESI): m/z=550.102 [M+H]+. Reaction SMILES: [CH3:1][O:2][C:3](=[O:22])[CH2:4][NH:5][C:6]1[CH:7]=[N:8][CH:9]=[CH:10][C:11]=1[C:12]1[CH:17]=[C:16]([F:18])[C:15]([F:19])=[CH:14][C:13]=1[O:20][CH3:21].[F:23][C:24]([F:39])([F:38])[C:25]1[CH:26]=[C:27]([CH:31]=[C:32]([C:34]([F:37])([F:36])[F:35])[N:33]=1)[C:28](O)=[O:29]>>[CH3:1][O:2][C:3](=[O:22])[CH2:4][N:5]([C:28]([C:27]1[CH:31]=[C:32]([C:34]([F:35])([F:36])[F:37])[N:33]=[C:25]([C:24]([F:39])([F:23])[F:38])[CH:26]=1)=[O:29])[C:6]1[CH:7]=[N:8][CH:9]=[CH:10][C:11]=1[C:12]1[CH:17]=[C:16]([F:18])[C:15]([F:19])=[CH:14][C:13]=1[O:20][CH3:21]. Starting materials: CC(=O)O, Cc1ccnc(NC(=O)C(C)(C)C)c1, OO. Product: Cc1cc[n+]([O-])c(NC(=O)C(C)(C)C)c1. As a reaction SMILES: [C:17]([OH:18])(=[O:19])[CH3:20].[CH3:1][c:2]1[cH:3][c:4]([NH:8][C:9]([C:10]([CH3:11])([CH3:12])[CH3:13])=[O:14])[n:5][cH:6][cH:7]1.[OH:15][OH:16]>>[CH3:1][c:2]1[cH:3][c:4]([NH:8][C:9]([C:10]([CH3:11])([CH3:12])[CH3:13])=[O:14])[n+:5]([O-:15])[cH:6][cH:7]1. The reactants are Cl (hydrochloric acid), [Cl-].[Mg+2].[Cl-] (magnesium chloride), C(CC(=O)OCC)(=O)OCC (diethyl malonate), ClC1=C(OC2=CC=C(OC(C(=O)Cl)C)C=C2)C=CC(=C1)Cl (2-[4'-(2",4"-dichloro-phenoxy)-phenoxy]-propionyl-chloride). Run in C(C)#N (acetonitrile), C(C)N(CC)CC (triethyl amine). Conditions: temperature 0 celsius, time 12 hour. The product is C(C)OC(C(C(=O)OCC)C(C(C)OC1=CC=C(C=C1)OC1=C(C=C(C=C1)Cl)Cl)=O)=O (diethyl-2-[4'-(2",4"-dichloro-phenoxy)-phenoxy]-propionyl-malonate). Isolated yield 89.2%. RXN SMILES: [Cl-].[Mg+2].[Cl-].[C:4]([O:12][CH2:13][CH3:14])(=[O:11])[CH2:5][C:6]([O:8][CH2:9][CH3:10])=[O:7].[Cl:15][C:16]1[CH:34]=[C:33]([Cl:35])[CH:32]=[CH:31][C:17]=1[O:18][C:19]1[CH:30]=[CH:29][C:22]([O:23][CH:24]([CH3:28])[C:25](Cl)=[O:26])=[CH:21][CH:20]=1.Cl>C(N(CC)CC)C.C(#N)C>[CH2:13]([O:12][C:4](=[O:11])[CH:5]([C:25](=[O:26])[CH:24]([O:23][C:22]1[CH:29]=[CH:30][C:19]([O:18][C:17]2[CH:31]=[CH:32][C:33]([Cl:35])=[CH:34][C:16]=2[Cl:15])=[CH:20][CH:21]=1)[CH3:28])[C:6]([O:8][CH2:9][CH3:10])=[O:7])[CH3:14] |f:0.1.2|. Procedure details: Into a 500 ml flask equipped with a stirrer and a dropping funnel 9.52 g of anhydrous magnesium chloride and 100 ml of anhydrous acetonitrile are introduced. To the heterogeneous mixture 16.0 g of diethyl malonate are added, the reaction flask is placed into an ice bath whereupon 28 ml of triethyl amine are added. To the solution at 0° C. 35 g of 2-[4'-(2",4"-dichloro-phenoxy)-phenoxy]-propionyl-chloride are added dropwise within 15 minutes. The reaction mixture is stirred at 0° C. for an hour a... Starting materials: ( 5 ), BrCC1OCC2=C(O1)C=C(C=C2F)S(=O)(=O)C (2-(bromomethyl)-5-fluoro-7-(methylsulfonyl)-4H-1,3-benzodioxine), ( 4 ), CNC (N-methylmethanamine), ( 2 ), ( 4 ). Run in CCO (EtOH). Yields the product FC1=CC(=CC=2OC(OCC21)CN(C)C)S(=O)(=O)C (1-[5-FLUORO-7-(METHYLSULFONYL)-4H-1,3-BENZODIOXIN-2-YL]-N,N-DIMETHYLMETHANAMINE). RXN SMILES: Br[CH2:2][CH:3]1[O:8][C:7]2[CH:9]=[C:10]([S:14]([CH3:17])(=[O:16])=[O:15])[CH:11]=[C:12]([F:13])[C:6]=2[CH2:5][O:4]1.[CH3:18][NH:19][CH3:20]>CCO>[F:13][C:12]1[C:6]2[CH2:5][O:4][CH:3]([CH2:2][N:19]([CH3:20])[CH3:18])[O:8][C:7]=2[CH:9]=[C:10]([S:14]([CH3:17])(=[O:16])=[O:15])[CH:11]=1. Reported procedure: Preparation according to Example 34 using 2-(bromomethyl)-5-fluoro-7-(methylsulfonyl)-4H-1,3-benzodioxine (7 mg, 0.021 mmol), N-methylmethanamine (2.0 M in MeOH, 0.5 ml) and EtOH (3 ml). MS m/z (rel. intensity, 70 eV) 289 (M+, 0.2), 141 (2), 95 (4), 75 (5), 59 (4), 58 (bp). Reactants: O=C([O-])[O-], CCOC(C)=O, COc1ccc(CCl)cc1, CCCCCCC, [Cs+], [Cs+], Cc1cc2c(=O)[nH]ccc2cc1F, CN(C)C=O, O. Product: COc1ccc(Cn2ccc3cc(F)c(C)cc3c2=O)cc1. Reaction SMILES: [C:14](=[O:15])([O-:16])[O-:17].[C:36]([O:37][CH2:38][CH3:39])(=[O:40])[CH3:41].[CH3:20][O:21][c:22]1[cH:23][cH:24][c:25]([CH2:26][Cl:27])[cH:28][cH:29]1.[CH3:42][CH2:43][CH2:44][CH2:45][CH2:46][CH2:47][CH3:48].[Cs+:18].[Cs+:19].[F:1][c:2]1[cH:3][c:4]2[cH:5][cH:6][nH:7][c:8](=[O:13])[c:9]2[cH:10][c:11]1[CH3:12].[O:31]=[CH:32][N:33]([CH3:34])[CH3:35].[OH2:30]>>[F:1][c:2]1[cH:3][c:4]2[cH:5][cH:6][n:7]([CH2:26][c:25]3[cH:24][cH:23][c:22]([O:21][CH3:20])[cH:29][cH:28]3)[c:8](=[O:13])[c:9]2[cH:10][c:11]1[CH3:12]. The reactants are O=C(O)C(=O)N1CCC(Cc2ccccc2)CC1, CCOCC, Nc1ccc(O)cc1. Product: O=C(Nc1ccc(O)cc1)C(=O)N1CCC(Cc2ccccc2)CC1. Reaction SMILES: [CH2:1]([c:2]1[cH:3][cH:4][cH:5][cH:6][cH:7]1)[CH:8]1[CH2:9][CH2:10][N:11]([C:14]([C:15](=[O:16])[OH:17])=[O:18])[CH2:12][CH2:13]1.[CH2:27]([O:28][CH2:29][CH3:30])[CH3:31].[NH2:19][c:20]1[cH:21][cH:22][c:23]([OH:24])[cH:25][cH:26]1>>[CH2:1]([c:2]1[cH:3][cH:4][cH:5][cH:6][cH:7]1)[CH:8]1[CH2:9][CH2:10][N:11]([C:14]([C:15](=[O:17])[NH:19][c:20]2[cH:21][cH:22][c:23]([OH:24])[cH:25][cH:26]2)=[O:18])[CH2:12][CH2:13]1.